Task: describe an organic reaction: reactants, conditions, products, and yield. Dataset: the Open Reaction Database (ORD), a public repository of structured organic reaction records The reactants are CC(C)(C)OC(=O)n1ccc2cc(Br)ccc21, C#CCCCO, C1CCNCC1, Cl, [Cu]I, O, [Pd], c1ccc(P(c2ccccc2)c2ccccc2)cc1, c1ccc(P(c2ccccc2)c2ccccc2)cc1, c1ccc(P(c2ccccc2)c2ccccc2)cc1, c1ccc(P(c2ccccc2)c2ccccc2)cc1. Product: CC(C)(C)OC(=O)n1ccc2cc(C#CCCCO)ccc21. Reaction SMILES: [C:1]([CH3:2])([CH3:3])([CH3:4])[O:5][C:6](=[O:7])[n:8]1[cH:9][cH:10][c:11]2[cH:12][c:13]([Br:17])[cH:14][cH:15][c:16]12.[CH2:18]([CH2:19][CH2:20][C:21]#[CH:22])[OH:23].[CH2:26]1[CH2:27][CH2:28][NH:29][CH2:30][CH2:31]1.[ClH:25].[Cu:109][I:110].[OH2:24].[Pd:32].[c:33]1([P:34]([c:35]2[cH:36][cH:37][cH:38][cH:39][cH:40]2)[c:41]2[cH:42][cH:43][cH:44][cH:45][cH:46]2)[cH:47][cH:48][cH:49][cH:50][cH:51]1.[c:52]1([P:53]([c:54]2[cH:55][cH:56][cH:57][cH:58][cH:59]2)[c:60]2[cH:61][cH:62][cH:63][cH:64][cH:65]2)[cH:66][cH:67][cH:68][cH:69][cH:70]1.[c:71]1([P:72]([c:73]2[cH:74][cH:75][cH:76][cH:77][cH:78]2)[c:79]2[cH:80][cH:81][cH:82][cH:83][cH:84]2)[cH:85][cH:86][cH:87][cH:88][cH:89]1.[c:90]1([P:91]([c:92]2[cH:93][cH:94][cH:95][cH:96][cH:97]2)[c:98]2[cH:99][cH:100][cH:101][cH:102][cH:103]2)[cH:104][cH:105][cH:106][cH:107][cH:108]1>>[C:1]([CH3:2])([CH3:3])([CH3:4])[O:5][C:6](=[O:7])[n:8]1[cH:9][cH:10][c:11]2[cH:12][c:13]([C:22]#[C:21][CH2:20][CH2:19][CH2:18][OH:23])[cH:14][cH:15][c:16]12.